Dataset: the Open Reaction Database (ORD), a public repository of structured organic reaction records. Task: describe an organic reaction: reactants, conditions, products, and yield Reactants: N[C@H]1CN(CC1)C(=O)OC(C)(C)C ((R)-tert-butyl 3-aminopyrrolidine-1-carboxylate), FC=1C(=NC2=CC=CC(=C2N1)C1=CC=2C(NCCC2N1)=O)C (2-(3-fluoro-2-methylquinoxalin-5-yl)-6,7-dihydro-1H-pyrrolo[3,2-c]pyridin-4(5H)-one). Solvent: CS(=O)C (DMSO). Run at temperature 85 celsius. Product: C(C)(C)(C)OC(=O)N1C[C@@H](CC1)NC1=NC2=C(C=CC=C2N=C1C)C1=CC=2C(NCCC2N1)=O ((R)-tert-butyl-3-((3-methyl-8-(4-oxo-4,5,6,7-tetrahydro-1H-pyrrolo[3,2-c]pyridin-2-yl)quinoxalin-2-yl)amino)pyrrolidine-1-carboxylate). Isolated yield 28.9%. As a reaction SMILES: [NH2:1][C@@H:2]1[CH2:6][CH2:5][N:4]([C:7]([O:9][C:10]([CH3:13])([CH3:12])[CH3:11])=[O:8])[CH2:3]1.F[C:15]1[C:16]([CH3:35])=[N:17][C:18]2[C:23]([N:24]=1)=[C:22]([C:25]1[NH:33][C:32]3[CH2:31][CH2:30][NH:29][C:28](=[O:34])[C:27]=3[CH:26]=1)[CH:21]=[CH:20][CH:19]=2>CS(C)=O>[C:10]([O:9][C:7]([N:4]1[CH2:5][CH2:6][C@@H:2]([NH:1][C:15]2[C:16]([CH3:35])=[N:17][C:18]3[C:23](=[C:22]([C:25]4[NH:33][C:32]5[CH2:31][CH2:30][NH:29][C:28](=[O:34])[C:27]=5[CH:26]=4)[CH:21]=[CH:20][CH:19]=3)[N:24]=2)[CH2:3]1)=[O:8])([CH3:13])([CH3:12])[CH3:11]. Procedure: Prepared according to Example 131, using (R)-tert-butyl 3-aminopyrrolidine-1-carboxylate (189 mg, 1.012 mmol, CNH Technologies, Inc., Woburn, Mass.) and 2-(3-fluoro-2-methylquinoxalin-5-yl)-6,7-dihydro-1H-pyrrolo[3,2-c]pyridin-4(5H)-one (Example 126; 100 mg, 0.337 mmol) in DMSO (1.5 mL) and heating at 85° C. for 2 h. Purification by column chromatography (silica gel: 0 to 10% MeOH/DCM) provided (R)-tert-butyl-3-((3-methyl-8-(4-oxo-4,5,6,7-tetrahydro-1H-pyrrolo[3,2-c]pyridin-2-yl)quinoxalin-2-yl)... The reactants are CC(C#N)CCC(=O)O, CC1CCC(=O)NC1, CN, CC(CCC(=O)O)C(=O)O, [NH4+], O. Yields the product CC1CCC(=O)N(C)C1. As a reaction SMILES: [C:4](#[N:5])[CH:6]([CH2:7][CH2:8][C:9](=[O:10])[OH:11])[CH3:12].[CH3:13][CH:14]1[CH2:15][NH:16][C:17](=[O:18])[CH2:19][CH2:20]1.[CH3:1][NH2:2].[CH3:21][CH:22]([CH2:23][CH2:24][C:25]([OH:26])=[O:27])[C:28]([OH:29])=[O:30].[NH4+:3].[OH2:31]>>[CH2:4]1[N:5]([CH3:13])[C:9](=[O:10])[CH2:8][CH2:7][CH:6]1[CH3:12]. Starting materials: S(O)(O)(=O)=O (sulfuric acid), C1(=CC=CC=C1)CCCCC(=O)O (5-Phenylpentanoic acid), II (iodine), C(C)(=O)OI(OC(C)=O)C1=CC=CC=C1 ((diacetoxyiodo)benzene), C(C)(=O)OC(C)=O (acetic anhydride). The solvent is C(C)(=O)O (acetic acid). Conditions: time 2 hour. Yields the product IC1=CC=C(C=C1)CCCCC(=O)O (5-(4-Iodophenyl)pentanoic acid). The yield is 129.1%. Reaction SMILES: [C:1]1([CH2:7][CH2:8][CH2:9][CH2:10][C:11]([OH:13])=[O:12])[CH:6]=[CH:5][CH:4]=[CH:3][CH:2]=1.II.C(O[I:20](C1C=CC=CC=1)OC(=O)C)(=O)C.C(OC(=O)C)(=O)C.S(=O)(=O)(O)O>C(O)(=O)C>[I:20][C:4]1[CH:5]=[CH:6][C:1]([CH2:7][CH2:8][CH2:9][CH2:10][C:11]([OH:13])=[O:12])=[CH:2][CH:3]=1. Reported procedure: 5-Phenylpentanoic acid (50.0 g, 0.28 mol), iodine (37.77 g, 0.149 mol) and (diacetoxyiodo)benzene (48.0 g, 0.149 mol) are suspended in a mixture of glacial acetic acid (500 mL) and acetic anhydride (500 mL). Concentrated sulfuric acid (2 mL) is added and the suspension stirred for 2 h in the dark, during which the red colour fades. The solvent is removed under reduced pressure until approximately 80 ml remained, and the residue poured into ice-water (1 L) containing sodium metabisulfite (8 g). t... Starting materials: C(C)(=O)O[C@H]1[C@@H](O[C@@H]([C@H]([C@@H]1OC(C)=O)OC(C)=O)COC(C)=O)C1=CC(=C(C=C1)Cl)CC=1SC(=CC1)Br (1-(2,3,4,6-tetra-O-acetyl-β-D-glucopyranosyl)-3-(5-bromo-2-thienylmethyl)-4-chlorobenzene), C(CCC)[Sn](C1=NC(=CC=C1)OC)(CCCC)CCCC (tri-n-butyl(6-methoxy-2-pyridyl)tin), ( 6 ). The product is [C@@H]1([C@H](O)[C@@H](O)[C@H](O)[C@H](O1)CO)C1=CC(=C(C=C1)Cl)CC=1SC(=CC1)C1=NC(=CC=C1)OC (1-(β-D-glucopyranosyl)-4-chloro-3-(5-(6-methoxy-2-pyridyl)-2-thienylmethyl)benzene). RXN SMILES: C([O:4][C@@H:5]1[C@@H:10]([O:11]C(=O)C)[C@H:9]([O:15]C(=O)C)[C@@H:8]([CH2:19][O:20]C(=O)C)[O:7][C@H:6]1[C:24]1[CH:29]=[CH:28][C:27]([Cl:30])=[C:26]([CH2:31][C:32]2[S:33][C:34](Br)=[CH:35][CH:36]=2)[CH:25]=1)(=O)C.C([Sn](CCCC)(CCCC)[C:43]1[CH:48]=[CH:47][CH:46]=[C:45]([O:49][CH3:50])[N:44]=1)CCC>>[C@@H:6]1([C:24]2[CH:29]=[CH:28][C:27]([Cl:30])=[C:26]([CH2:31][C:32]3[S:33][C:34]([C:43]4[CH:48]=[CH:47][CH:46]=[C:45]([O:49][CH3:50])[N:44]=4)=[CH:35][CH:36]=3)[CH:25]=2)[O:7][C@H:8]([CH2:19][OH:20])[C@@H:9]([OH:15])[C@H:10]([OH:11])[C@H:5]1[OH:4]. Procedure details: 1-(2,3,4,6-tetra-O-acetyl-β-D-glucopyranosyl)-3-(5-bromo-2-thienylmethyl)-4-chlorobenzene 71 obtained in Example 128-(4) and tri-n-butyl(6-methoxy-2-pyridyl)tin (see Gros, Philippe; Fort, Yves. Synthesis (1999), 754-756) were treated in a manner similar to Example 128-(5) and (6) to give the target compound. APCI-Mass m/Z 478/480 (M+H). Reactants: FC=1C=C(C=CC1F)[C@@H]1NC(O[C@H]1C)=O (4(S)-(3,4-difluorophenyl)-5(S)-methyloxazolidin-2-one), C(C)=O (acetaldehyde), Compound A, FC=1C=C(C=CC1F)CC(=O)O (3,4-difluorophenylacetic acid), [Li+].CC(C)[N-]C(C)C (LDA). The product is FC=1C=C(C=CC1F)C(C(=O)O)C(O)C (2-(3,4-difluorophenyl)-3-methyl-3-hydroxypropionic acid). RXN SMILES: [F:1][C:2]1[CH:3]=[C:4]([C@H:9]2[C@H:13]([CH3:14])[O:12]C(=O)N2)[CH:5]=[CH:6][C:7]=1[F:8].FC1C=C(C[C:25]([OH:27])=[O:26])C=CC=1F.[Li+].CC([N-]C(C)C)C.C(=O)C>>[F:1][C:2]1[CH:3]=[C:4]([CH:9]([CH:13]([CH3:14])[OH:12])[C:25]([OH:27])=[O:26])[CH:5]=[CH:6][C:7]=1[F:8] |f:2.3|. Reported procedure: 4(S)-(3,4-difluorophenyl)-5(S)-methyloxazolidin-2-one precursor to Compound A can be prepared by treating 3,4-difluorophenylacetic acid with LDA, followed by reaction with acetaldehyde to form 2-(3,4-difluorophenyl)-3-methyl-3-hydroxypropionic acid, and then cyclizing the hydroxypropionic acid with diphenyldiphosphorylazide to form the oxazolidinone. The oxazolidinone can then be activated by treatment with p-nitrophenylchloroformate. The oxazolidinones can be resolved into their optical isomers...